From a dataset of the Open Reaction Database (ORD), a public repository of structured organic reaction records. describe an organic reaction: reactants, conditions, products, and yield Reactants: Nc1ncnn2c(C3CCCNC3)cc(-c3ccc4cn(Cc5ccccc5)nc4c3)c12, CN(C)CC(=O)O, CCN(C(C)C)C(C)C, CN(C)C=O, On1nnc2ccccc21. The product is CN(C)CC(=O)N1CCCC(c2cc(-c3ccc4cn(Cc5ccccc5)nc4c3)c3c(N)ncnn23)C1. As a reaction SMILES: [CH2:1]([c:2]1[cH:3][cH:4][cH:5][cH:6][cH:7]1)[n:8]1[n:9][c:10]2[cH:11][c:12](-[c:17]3[cH:18][c:19]([CH:27]4[CH2:28][NH:29][CH2:30][CH2:31][CH2:32]4)[n:20]4[n:21][cH:22][n:23][c:24]([NH2:26])[c:25]34)[cH:13][cH:14][c:15]2[cH:16]1.[CH3:33][N:34]([CH3:35])[CH2:36][C:37]([OH:38])=[O:39].[CH:50]([N:51]([CH2:52][CH3:53])[CH:54]([CH3:55])[CH3:56])([CH3:57])[CH3:58].[O:59]=[CH:60][N:61]([CH3:62])[CH3:63].[OH:40][n:41]1[c:42]2[c:43]([cH:44][cH:45][cH:46][cH:47]2)[n:48][n:49]1>>[CH2:1]([c:2]1[cH:3][cH:4][cH:5][cH:6][cH:7]1)[n:8]1[n:9][c:10]2[cH:11][c:12](-[c:17]3[cH:18][c:19]([CH:27]4[CH2:28][N:29]([C:37]([CH2:36][N:34]([CH3:33])[CH3:35])=[O:38])[CH2:30][CH2:31][CH2:32]4)[n:20]4[n:21][cH:22][n:23][c:24]([NH2:26])[c:25]34)[cH:13][cH:14][c:15]2[cH:16]1.